From a dataset of the Open Reaction Database (ORD), a public repository of structured organic reaction records. describe an organic reaction: reactants, conditions, products, and yield The reactants are C(C1=CC=CC=C1)OC=1C=C(C(=O)NC2=C(C=CC(=C2)C)F)C=CC1 (3-(benzyloxy)-N-(2-fluoro-5-methylphenyl)benzamide). Solvent: CO (MeOH). Yields the product FC1=C(C=C(C=C1)C)NC(C1=CC(=CC=C1)O)=O (N-(2-fluoro-5-methylphenyl)-3-hydroxybenzamide). Reaction SMILES: C([O:8][C:9]1[CH:10]=[C:11]([CH:23]=[CH:24][CH:25]=1)[C:12]([NH:14][C:15]1[CH:20]=[C:19]([CH3:21])[CH:18]=[CH:17][C:16]=1[F:22])=[O:13])C1C=CC=CC=1>CO>[F:22][C:16]1[CH:17]=[CH:18][C:19]([CH3:21])=[CH:20][C:15]=1[NH:14][C:12](=[O:13])[C:11]1[CH:23]=[CH:24][CH:25]=[C:9]([OH:8])[CH:10]=1. Procedure: A solution of 3-(benzyloxy)-N-(2-fluoro-5-methylphenyl)benzamide (1.5 g, 4.48 mmol from Step 1) in 20 ml of MeOH containing 10% Pd/C (150 mg) was stirred under a hydrogen balloon at room temperature for 2 hours. The catalyst was removed by filtration. The filtrate solution was evaporated to dryness under reduced pressure to give N-(2-fluoro-5-methylphenyl)-3-hydroxybenzamide as light-beige solid. Yield: 1.1 g, 100%. As a reaction SMILES: [CH2:1]([Li:5])[CH2:2][CH2:3][CH3:4].[CH:6]([NH:9][CH:10]([CH3:12])[CH3:11])([CH3:8])[CH3:7].[Li+].C[CH:15]([N-:17][CH:18](C)C)C.[C:21]([C:23]1[C:32]2[C:27](=[CH:28][CH:29]=[CH:30][CH:31]=2)[CH:26]=[CH:25][CH:24]=1)#[N:22].[CH2:33]1[CH2:37][O:36][CH2:35][CH2:34]1>>[Li+:5].[CH3:7][CH:6]([N-:9][CH:10]([CH3:12])[CH3:11])[CH3:8].[CH3:15][N:17]([CH3:18])[C:35]1[CH:34]=[C:33]2[C:3]([CH:4]=[C:21]([C:23]3[C:32]4[C:27](=[CH:28][CH:29]=[CH:30][CH:31]=4)[CH:26]=[CH:25][CH:24]=3)[NH:22][C:37]2=[O:36])=[CH:2][CH:1]=1 |f:2.3,6.7|. Isolated yield 24.0%. Reported procedure: Part D. A solution of LDA in THF was prepared by the dropwise addition of 1.6M n-butyllithium in hexanes (17 mL, 27 mmol) to a solution of diisopropylamine (4.0 mL, 28.5 mmol) in THF (50 mL) at -78°. A solution of the product of Part C (5.00 g, 24.2 mmol) in THF (15 mL) was added dropwise to the LDA solution at -78° and the reaction mixture was stirred for one hour at -78°. A solution of 1-cyanonaphthalene (3.70 g, 24.2 mmol) in THF (15 mL) was added dropwise to the reaction mixture at -78°, and... Conditions: time 1 hour. Yields the product [Li+].CC(C)[N-]C(C)C (LDA), CN(C1=CC=C2C=C(NC(C2=C1)=O)C1=CC=CC2=CC=CC=C12)C (7-(dimethylamino)-3-(1-naphthalenyl)-1(2H)-isoquinolinone). Reactants: C(#N)C1=CC=CC2=CC=CC=C12 (1-cyanonaphthalene), C1CCOC1 (THF), [Li+].CC(C)[N-]C(C)C (LDA), C1CCOC1 (THF), C(CCC)[Li] (n-butyllithium), hexanes, C(C)(C)NC(C)C (diisopropylamine), C1CCOC1 (THF), C1CCOC1 (THF). The yield is 88.1%. Procedure: Methyl 2-(imidazo[1,5-a]pyridin-3-yl)acetate (1.85 g) was dissolved in methanol (30 ml). To the solution was added sodium borohydride (3.68 g), and the mixture was stirred for one hour at 60° C. To the reaction mixture was added water (20 ml), which was concentrated under reduced pressure. The concentrate was subjected to extraction twice with ethyl acetate (40 ml). The organic layers were combined and dried over anhydrous magnesium sulfate, followed by concentration to afford the title compound... Product: C=1N=C(N2C1C=CC=C2)CCO (2-(Imidazo[1,5-a]pyridin-3-yl)ethanol). Run in CO (methanol). Starting materials: [BH4-].[Na+] (sodium borohydride), C=1N=C(N2C1C=CC=C2)CC(=O)OC (Methyl 2-(imidazo[1,5-a]pyridin-3-yl)acetate), O (water). Conditions: temperature 60 celsius, time 1 hour. RXN SMILES: [CH:1]1[N:2]=[C:3]([CH2:10][C:11](OC)=[O:12])[N:4]2[CH:9]=[CH:8][CH:7]=[CH:6][C:5]=12.[BH4-].[Na+].O>CO>[CH:1]1[N:2]=[C:3]([CH2:10][CH2:11][OH:12])[N:4]2[CH:9]=[CH:8][CH:7]=[CH:6][C:5]=12 |f:1.2|. Reactants: C(#C)C1=CC=C(C#N)C=C1 (4-Ethynyl-Bezonitrile), C(C)OC(\C=C/I)=O ((Z)-ethyl-3-iodoacrylate). Yields the product C(C)OC(C=CC#CC1=CC=C(C=C1)C#N)=O (5-(4-Cyano-phenyl)-pent-2-en-4-ynoic acid ethyl ester). As a reaction SMILES: [C:1]([C:3]1[CH:10]=[CH:9][C:6]([C:7]#[N:8])=[CH:5][CH:4]=1)#[CH:2].[CH2:11]([O:13][C:14](=[O:18])/[CH:15]=[CH:16]\I)[CH3:12]>>[CH2:11]([O:13][C:14](=[O:18])[CH:15]=[CH:16][C:2]#[C:1][C:3]1[CH:10]=[CH:9][C:6]([C:7]#[N:8])=[CH:5][CH:4]=1)[CH3:12]. Procedure: The general procedure was used to convert 4-Ethynyl-Bezonitrile and (Z)-ethyl-3-iodoacrylate to the title product. Purification by flash chromatography (20% ethyl acetate in hexane as the eluent) gave the analytically pure product as a light yellow solid (380 mg, 85% yield). 1H NMR (400 MHz, CDCl3) δ 7.64-7.59 (m, J=8.5, 4H), 6.37-6.34 (d, J=11.3, 1H), 6.24-6.21 (d, J=11.3, 1H), 4.28-4.23 (q, J=7.1, 2H), 1.34-1.30 (t, J=7.1, 3H). 13C NMR (100 MHz, CDCl3) δ 164.40, 132.39, 132.03, 130.08, 127.49,... Starting materials: C(C)OC(C(CC1=CC=C(C=C1)OCCC=1N=C(OC1C)C1=CC=C(C=C1)C1=CC=CC=C1)(OC1=CC=CC=C1)C)=O (3-{4-[2-(2-Biphenyl-4-yl-5-methyl-oxazol-4-yl)-ethoxy]-phenyl}-2-methyl-2-phenoxypropionic acid ethyl ester), [OH-].[Na+] (NaOH). The solvent is CO (MeOH). Conditions: temperature 55 celsius, time 18 hour. Product: C1(=CC=C(C=C1)C=1OC(=C(N1)CCOC1=CC=C(C=C1)CC(C(=O)O)(OC1=CC=CC=C1)C)C)C1=CC=CC=C1 (3-{4-[2-(2-Biphenyl-4-yl-5-methyl-oxazol-4-yl)ethoxy]-phenyl}-2-methyl-2-phenoxypropionic acid). As a reaction SMILES: C([O:3][C:4](=[O:42])[C:5]([CH3:41])([O:34][C:35]1[CH:40]=[CH:39][CH:38]=[CH:37][CH:36]=1)[CH2:6][C:7]1[CH:12]=[CH:11][C:10]([O:13][CH2:14][CH2:15][C:16]2[N:17]=[C:18]([C:22]3[CH:27]=[CH:26][C:25]([C:28]4[CH:33]=[CH:32][CH:31]=[CH:30][CH:29]=4)=[CH:24][CH:23]=3)[O:19][C:20]=2[CH3:21])=[CH:9][CH:8]=1)C.[OH-].[Na+]>CO>[C:25]1([C:28]2[CH:33]=[CH:32][CH:31]=[CH:30][CH:29]=2)[CH:24]=[CH:23][C:22]([C:18]2[O:19][C:20]([CH3:21])=[C:16]([CH2:15][CH2:14][O:13][C:10]3[CH:11]=[CH:12][C:7]([CH2:6][C:5]([CH3:41])([O:34][C:35]4[CH:36]=[CH:37][CH:38]=[CH:39][CH:40]=4)[C:4]([OH:42])=[O:3])=[CH:8][CH:9]=3)[N:17]=2)=[CH:27][CH:26]=1 |f:1.2|. Reported procedure: 3-{4-[2-(2-Biphenyl-4-yl-5-methyl-oxazol-4-yl)-ethoxy]-phenyl}-2-methyl-2-phenoxypropionic acid ethyl ester (3.6 mmol) in MeOH (7 mL) was treated with 2N NaOH (7 mL) and warmed to 55° C. After 18 h, the mixture was concentrated under reduced pressure and then acidified with 5N HCl to pH=1. The solution was extracted with EtOAc and then the organic phases dried (Na2SO4), filtered and concentrated to a white solid (7%). MS [EI+] 534 (M+H)+, 566 (M+Na)+, [EI−] 532 (M−H)+; HPLC: T=3.29 min, purity 9... Starting materials: BrBr (bromine), ClC=1C=C(C=C(C1)Cl)C(C)=O ((3,5-dichlorophenyl)ethanone). Solvent: C(C)(=O)O (acetic acid). Conditions: time 12 hour. Yields the product BrCC(=O)C1=CC(=CC(=C1)Cl)Cl (2-bromo-1-(3,5-dichlorophenyl)-1-ethanone). Isolated yield 81.0%. As a reaction SMILES: [Br:1]Br.[Cl:3][C:4]1[CH:5]=[C:6]([C:11](=[O:13])[CH3:12])[CH:7]=[C:8]([Cl:10])[CH:9]=1>C(O)(=O)C>[Br:1][CH2:12][C:11]([C:6]1[CH:5]=[C:4]([Cl:3])[CH:9]=[C:8]([Cl:10])[CH:7]=1)=[O:13]. Reported procedure: 1.03 ml (0.02 mol) of bromine are added, at room temperature, to 3.77 g (0.019 mol) of (3,5-dichlorophenyl)ethanone in solution in 50 ml of acetic acid. After stirring for 12 hours, evaporation of the acetic acid leads to the production of a yellow precipitate: 2-bromo-1-(3,5-dichlorophenyl)-1-ethanone (yield 81%). Reactants: C(C1=CC=CC=C1)OC1=CC=C(OC2CCN(CC2)C(=O)OC=2C=NC=CC2)C=C1 (3-pyridyl 4-[4-(benzyloxy)phenoxy]-1-piperidinecarboxylate), [H][H] (hydrogen), C1CCOC1 (THF). The reagents and catalysts are [C].[Pd] (Palladium-carbon). Run in CC(C)O (2-propanol). Product: OC1=CC=C(OC2CCN(CC2)C(=O)OC=2C=NC=CC2)C=C1 (3-pyridyl 4-(4-hydroxyphenoxy)-1-piperidinecarboxylate). Isolated yield 83.5%. As a reaction SMILES: C1COCC1.C([O:13][C:14]1[CH:35]=[CH:34][C:17]([O:18][CH:19]2[CH2:24][CH2:23][N:22]([C:25]([O:27][C:28]3[CH:29]=[N:30][CH:31]=[CH:32][CH:33]=3)=[O:26])[CH2:21][CH2:20]2)=[CH:16][CH:15]=1)C1C=CC=CC=1.[H][H]>[C].[Pd].CC(O)C>[OH:13][C:14]1[CH:35]=[CH:34][C:17]([O:18][CH:19]2[CH2:24][CH2:23][N:22]([C:25]([O:27][C:28]3[CH:29]=[N:30][CH:31]=[CH:32][CH:33]=3)=[O:26])[CH2:21][CH2:20]2)=[CH:16][CH:15]=1 |f:3.4|. Procedure details: 10% Palladium-carbon (catalytic amount) was added to a THF (75 ml)/2-propanol (75 ml) solution containing 3-pyridyl 4-[4-(benzyloxy)phenoxy]-1-piperidinecarboxylate (3.7 g), and in a hydrogen gas atmosphere, this was stirred at room temperature under normal pressure for 24 hours. The catalyst was removed by filtration, and the filtrate was concentrated under reduced pressure, and the resulting solid was washed with EtOAc/hexane, and dried under reduced pressure to obtain 3-pyridyl 4-(4-hydroxyph... Starting materials: C1(CC1)N1CCN(CC1)C1=CC=C(C=C1)[N+](=O)[O-] (1-cyclopropyl-4-(4-nitrophenyl)piperazine). The reagents and catalysts are [Pd] (Pd/C). The solvent is CO (methanol). Run at time 4 hour. Product: C1(CC1)N1CCN(CC1)C1=CC=C(C=C1)N (4-(4-Cyclopropyl-piperazin-1-yl)-phenylamine). As a reaction SMILES: [CH:1]1([N:4]2[CH2:9][CH2:8][N:7]([C:10]3[CH:15]=[CH:14][C:13]([N+:16]([O-])=O)=[CH:12][CH:11]=3)[CH2:6][CH2:5]2)[CH2:3][CH2:2]1>CO.[Pd]>[CH:1]1([N:4]2[CH2:5][CH2:6][N:7]([C:10]3[CH:15]=[CH:14][C:13]([NH2:16])=[CH:12][CH:11]=3)[CH2:8][CH2:9]2)[CH2:3][CH2:2]1. Reported procedure: A mixture of 1-cyclopropyl-4-(4-nitrophenyl)piperazine (1.1 g, 4.4 mmol), 10% Pd/C (100 mg) in methanol (50 mL) is stirred under a hydrogen atmosphere (balloon) for 4 h. The catalyst is filtered off through a pad of Celite and the methanol solution is evaporated to give a oily product that became a reddish-brown solid on standing (0.9 g, 93%). The compound is used in the next step without further purification. LCMS-ESI (m/z): calcd for C13H19N3, 217.1; [M+H]+ found, 218.4. Reactants: [Li]CCCC, CCCCCC, [Cl-], [I-], [NH4+], CC(=O)C1CCC2C3CCC4CC5OC5CC4(C)C3C(=O)CC12C. The product is CCCCC1CC2(C)C(CCC3C4CCC(C(C)=O)C4(C)CC(=O)C32)CC1O. RXN SMILES: [CH2:1]([CH2:2][CH2:3][CH3:4])[Li:5].[CH3:6][CH2:7][CH2:8][CH2:9][CH2:10][CH3:11].[Cl-:37].[I-:12].[NH4+:38].[O:13]1[CH:14]2[CH:15]1[CH2:16][CH:17]1[CH2:18][CH2:19][CH:20]3[CH:21]4[CH2:22][CH2:23][CH:24]([C:25]([CH3:26])=[O:27])[C:28]4([CH3:36])[CH2:29][C:30](=[O:35])[CH:31]3[C:32]1([CH3:34])[CH2:33]2>>[CH2:1]([CH2:2][CH2:3][CH3:4])[CH:14]1[CH:15]([OH:13])[CH2:16][CH:17]2[CH2:18][CH2:19][CH:20]3[CH:21]4[CH2:22][CH2:23][CH:24]([C:25]([CH3:26])=[O:27])[C:28]4([CH3:36])[CH2:29][C:30](=[O:35])[CH:31]3[C:32]2([CH3:34])[CH2:33]1. Starting materials: FC(C1=CC(NN=C1)=O)(F)F (5-(Trifluoromethyl)pyridazin-3(2H)-one), O=P(Cl)(Cl)Cl (POCl3). Run in O1CCOCC1 (1,4-dioxane). Run at temperature 80 celsius, time 3 hour. Yields the product ClC=1N=NC=C(C1)C(F)(F)F (3-Chloro-5-(trifluoromethyl)pyridazine). Reaction SMILES: [F:1][C:2]([F:11])([F:10])[C:3]1[CH:8]=[N:7][NH:6][C:5](=O)[CH:4]=1.O=P(Cl)(Cl)[Cl:14]>O1CCOCC1>[Cl:14][C:5]1[N:6]=[N:7][CH:8]=[C:3]([C:2]([F:11])([F:10])[F:1])[CH:4]=1. Procedure details: 5-(Trifluoromethyl)pyridazin-3(2H)-one (20.0 g, 111 mmol) was dissolved in 1,4-dioxane (222 mL) and POCl3 (31.0 mL, 333 mmol) added. The reaction was left to stir at 80° C. for 3 h. After consumption of the starting material, the reaction was cooled to room temperature. The reaction mixture was added to ice and quenched with ammonium hydroxide. The aqueous layer was extracted with dichloromethane (×3) and the organic layers combined, dried with magnesium sulfate, filtered, and concentrated under...